Dataset: the Open Reaction Database (ORD), a public repository of structured organic reaction records. Task: describe an organic reaction: reactants, conditions, products, and yield The reactants are C(CCCCC)C1=CC=C(C=C1)C=CC(=O)C1=C(C=C(C=C1)OCC=C(C)C)O (4-n-hexyl-2'-hydroxy-4'-(3-methyl-2-butenyloxy)chalcone), [OH-].[K+] (potassium hydroxide), Cl (hydrochloric acid), BrCC(=O)OCC (ethyl bromoacetate). The solvent is CC(=O)C (acetone). Reaction conditions: time 5 minute. Yields the product C(C)OC(=O)COC1=C(C(C=CC2=CC=C(C=C2)CCCCCC)=O)C=CC(=C1)OCC=C(C)C (2'-ethoxycarbonylmethoxy-4-n-hexyl-4'-(3-methyl-2-butenyloxy)chalcone). Isolated yield 85.4%. RXN SMILES: [CH2:1]([C:7]1[CH:12]=[CH:11][C:10]([CH:13]=[CH:14][C:15]([C:17]2[CH:22]=[CH:21][C:20]([O:23][CH2:24][CH:25]=[C:26]([CH3:28])[CH3:27])=[CH:19][C:18]=2[OH:29])=[O:16])=[CH:9][CH:8]=1)[CH2:2][CH2:3][CH2:4][CH2:5][CH3:6].[OH-].[K+].Br[CH2:33][C:34]([O:36][CH2:37][CH3:38])=[O:35].Cl>CC(C)=O>[CH2:37]([O:36][C:34]([CH2:33][O:29][C:18]1[CH:19]=[C:20]([O:23][CH2:24][CH:25]=[C:26]([CH3:28])[CH3:27])[CH:21]=[CH:22][C:17]=1[C:15](=[O:16])[CH:14]=[CH:13][C:10]1[CH:11]=[CH:12][C:7]([CH2:1][CH2:2][CH2:3][CH2:4][CH2:5][CH3:6])=[CH:8][CH:9]=1)=[O:35])[CH3:38] |f:1.2|. Procedure details: To a solution of 5.50 g of 4-n-hexyl-2'-hydroxy-4'-(3-methyl-2-butenyloxy)chalcone in 55 ml of dry acetone was added 1.4 g of crushed potassium hydroxide. After stirring for 5 minutes, 2.40 g of ethyl bromoacetate was added, and the mixture was stirred at room temperature for 40 minutes. After completion of the reaction, the reaction mixture was neutralized by adding dropwise dilute hydrochloric acid with ice cooling. The precipitated solid was collected by filtration, washed with water, dried a... Starting materials: C(CCCC[C@@H]1SC[C@@H]2NC(=O)N[C@H]12)(=O)NC(C)O (N-biotinylaminoethanol), N1N=NN=[C-]1.C(C)(C)[NH2+]C(C)C (diisopropylammonium tetrazolide), C(C)(C)N(P(OCCC#N)N(C(C)C)C(C)C)C(C)C (2-cyanoethyl N,N,N',N'-tetraisopropylphosphorodiamidite), C([O-])(O)=O.[Na+] (sodium bicarbonate). The solvent is CN(C)C=O (DMF). Conditions: time 1.25 hour. Product: C(C)(C)N(P(OCCNC(CCCC[C@@H]1SC[C@@H]2NC(=O)N[C@H]12)=O)OCCC#N)C(C)C (N-biotinyl-aminoethyl 2-cyanoethyl N,N-diisopropylphosphoramidite). As a reaction SMILES: [C:1]([NH:16][CH:17](O)[CH3:18])(=[O:15])[CH2:2][CH2:3][CH2:4][CH2:5][C@H:6]1[C@@H:14]2[C@@H:9]([NH:10][C:11]([NH:13]2)=[O:12])[CH2:8][S:7]1.N1[C-]=NN=N1.C([NH2+]C(C)C)(C)C.[CH:32]([N:35]([CH:49]([CH3:51])[CH3:50])[P:36](N(C(C)C)C(C)C)[O:37][CH2:38][CH2:39][C:40]#[N:41])([CH3:34])[CH3:33].C(=O)(O)[O-:53].[Na+]>CN(C=O)C>[CH:32]([N:35]([CH:49]([CH3:51])[CH3:50])[P:36]([O:37][CH2:38][CH2:39][C:40]#[N:41])[O:53][CH2:18][CH2:17][NH:16][C:1](=[O:15])[CH2:2][CH2:3][CH2:4][CH2:5][C@H:6]1[C@@H:14]2[C@@H:9]([NH:10][C:11]([NH:13]2)=[O:12])[CH2:8][S:7]1)([CH3:34])[CH3:33] |f:1.2,4.5|. Reported procedure: To a solution of 150 mg of N-biotinylaminoethanol (2a) in 5 ml of dry DMF was added 65 mg of diisopropylammonium tetrazolide and 0.300 ml of 2-cyanoethyl N,N,N',N'-tetraisopropylphosphorodiamidite. The resulting solution was stirred at room temperature for 1.25 hr and then poured onto 50 ml of 5% aqueous sodium bicarbonate. The mixture was extracted with two 50 ml portions of methylene chloride, and the combined extracts were washed with 5% sodium bicarbonate and brine, dried over sodium sulfate... Starting materials: C(C1=CC=CC=C1)NC1=C2N=CN(C2=NC(=N1)F)C(C)C (benzyl-(2-fluoro-9-isopropyl-9H-purin-6-yl)-amine), CCN(C(C)C)C(C)C (DIEA), N[C@@H](C(C)(O)C)CC ((R)-3-amino-2-methyl-pentan-2-ol). Run in CCCCO.CS(=O)C (n-BuOH DMSO). Conditions: time 72 hour. Product: C(C1=CC=CC=C1)NC1=C2N=CN(C2=NC(=N1)N[C@@H](C(C)(O)C)CC)C(C)C ((R)-3-(6-Benzylamino-9-isopropyl-9H-purin-2-ylamino)-2-methyl-pentan-2-ol). Reaction SMILES: [CH2:1]([NH:8][C:9]1[N:17]=[C:16](F)[N:15]=[C:14]2[C:10]=1[N:11]=[CH:12][N:13]2[CH:19]([CH3:21])[CH3:20])[C:2]1[CH:7]=[CH:6][CH:5]=[CH:4][CH:3]=1.CCN(C(C)C)C(C)C.[NH2:31][C@H:32]([CH2:37][CH3:38])[C:33]([CH3:36])([OH:35])[CH3:34]>CCCCO.CS(C)=O>[CH2:1]([NH:8][C:9]1[N:17]=[C:16]([NH:31][C@H:32]([CH2:37][CH3:38])[C:33]([CH3:36])([OH:35])[CH3:34])[N:15]=[C:14]2[C:10]=1[N:11]=[CH:12][N:13]2[CH:19]([CH3:21])[CH3:20])[C:2]1[CH:7]=[CH:6][CH:5]=[CH:4][CH:3]=1 |f:3.4|. Reported procedure: To a stirred solution of benzyl-(2-fluoro-9-isopropyl-9H-purin-6-yl)-amine (20 mg, 1 eq, 0.07 mmol) in n-BuOH/DMSO (1.25 mL, 4:1) at room temperature under an argon atmosphere was added DIEA (0.25 mL, 20.4 eq, 1.43 mmol) followed by (R)-3-amino-2-methyl-pentan-2-ol (22 mg, 2.68 eq, 0.19 mmol). The reaction mixture was placed in a preheated oil bath at 140° C. and stirred at this temperature for 72 h. The reaction mixture was allowed to cool to room temperature and the solvent was evaporated in v... The reactants are COc1ccc(-c2cc3cc(C(C)(C)C)ccc3o2)cc1, Cl, O, c1ccncc1. Yields the product CC(C)(C)c1ccc2oc(-c3ccc(O)cc3)cc2c1. Reaction SMILES: [C:1]([CH3:2])([CH3:3])([CH3:4])[c:5]1[cH:6][cH:7][c:8]2[c:9]([cH:10][c:11](-[c:13]3[cH:14][cH:15][c:16]([O:19][CH3:20])[cH:17][cH:18]3)[o:12]2)[cH:21]1.[ClH:28].[OH2:29].[cH:22]1[cH:23][cH:24][n:25][cH:26][cH:27]1>>[C:1]([CH3:2])([CH3:3])([CH3:4])[c:5]1[cH:6][cH:7][c:8]2[c:9]([cH:10][c:11](-[c:13]3[cH:14][cH:15][c:16]([OH:19])[cH:17][cH:18]3)[o:12]2)[cH:21]1. Starting materials: OCC1=C(C=CC=C1)N1N=C2C(=CN(C=3C=CC=CC23)CC2=CC=C(C=C2)N2N=CC=C2)C1=O (2-[2-(Hydroxymethyl)phenyl]-5-{[4-(1H-pyrazol-1-yl)phenyl]methyl}-2,5-dihydro-3H-pyrazolo[4,3-c]quinolin-3-one), C(C)(C)N(CC)C(C)C (diisopropylethylamine), CS(=O)(=O)Cl (Methanesulfonyl chloride). Run in ClCCl (dichloromethane). Reaction conditions: temperature -78 celsius, time 30 minute. Product: CS(=O)(=O)OCC1=C(C=CC=C1)N1N=C2C(=CN(C=3C=CC=CC23)CC2=CC=C(C=C2)N2N=CC=C2)C1=O ([2-(3-oxo-5-{[4-(1H-pyrazol-1-yl)phenyl]methyl}-3,5-dihydro-2H-pyrazolo[4,3-c]quinolin-2-yl)phenyl]methyl methanesulfonate). RXN SMILES: [OH:1][CH2:2][C:3]1[CH:8]=[CH:7][CH:6]=[CH:5][C:4]=1[N:9]1[C:33](=[O:34])[C:12]2=[CH:13][N:14]([CH2:21][C:22]3[CH:27]=[CH:26][C:25]([N:28]4[CH:32]=[CH:31][CH:30]=[N:29]4)=[CH:24][CH:23]=3)[C:15]3[CH:16]=[CH:17][CH:18]=[CH:19][C:20]=3[C:11]2=[N:10]1.C(N(C(C)C)CC)(C)C.[CH3:44][S:45](Cl)(=[O:47])=[O:46]>ClCCl>[CH3:44][S:45]([O:1][CH2:2][C:3]1[CH:8]=[CH:7][CH:6]=[CH:5][C:4]=1[N:9]1[C:33](=[O:34])[C:12]2=[CH:13][N:14]([CH2:21][C:22]3[CH:27]=[CH:26][C:25]([N:28]4[CH:32]=[CH:31][CH:30]=[N:29]4)=[CH:24][CH:23]=3)[C:15]3[CH:16]=[CH:17][CH:18]=[CH:19][C:20]=3[C:11]2=[N:10]1)(=[O:47])=[O:46]. Reported procedure: 2-[2-(Hydroxymethyl)phenyl]-5-{[4-(1H-pyrazol-1-yl)phenyl]methyl}-2,5-dihydro-3H-pyrazolo[4,3-c]quinolin-3-one (Example 654, 0.23 g, 0.51 mmol) was suspended in dichloromethane (5 mL), treated with diisopropylethylamine (0.20 mL, 1.1 mmol, 2.2 equiv) and cooled to −78° C. Methanesulfonyl chloride (60 μL, 0.77 mmol, 1.5 equiv) was added and the mixture was stirred at −78° C. for 30 minutes. The dry ice/acetone bath was removed, the mixture was warmed to ambient temperature and stirred for an addi... The reactants are O=C(Cl)c1cccc(Br)c1, N#Cc1c(F)cc(Cl)cc1Br. Yields the product N#Cc1c(F)cc(Cl)cc1C(=O)c1cccc(Br)c1. Reaction SMILES: [Br:12][c:13]1[cH:14][c:15]([C:16](=[O:17])[Cl:18])[cH:19][cH:20][cH:21]1.[Br:1][c:2]1[c:3]([C:4]#[N:5])[c:6]([F:11])[cH:7][c:8]([Cl:10])[cH:9]1>>[c:2]1([C:16]([c:15]2[cH:14][c:13]([Br:12])[cH:21][cH:20][cH:19]2)=[O:17])[c:3]([C:4]#[N:5])[c:6]([F:11])[cH:7][c:8]([Cl:10])[cH:9]1. The reactants are CNC (dimethylamine), FC1=CC=C2C(=C(N(C2=C1)C)C(=O)OC)C(CC(=O)OC)=O (methyl 3-[6-fluoro-2-(methoxycarbonyl)-1-methyl-1H-indol-3-yl]-3-oxo-propanoate). The reagents and catalysts are CN(C)C1=CC=NC=C1 (4-(N,N-dimethyl)aminopyridine). Run in C1(=CC=CC=C1)C (toluene). Conditions: temperature 100 celsius, time 20 hour. Product: CN(C(CC(=O)C1=C(N(C2=CC(=CC=C12)F)C)C(=O)OC)=O)C (N,N-dimethyl-3-[6-fluoro-2-(methoxycarbonyl)-1-methyl-1H-indol-3-yl]-3-oxopropanamide). RXN SMILES: [CH3:1][NH:2][CH3:3].[F:4][C:5]1[CH:13]=[C:12]2[C:8]([C:9]([C:19](=[O:25])[CH2:20][C:21](OC)=[O:22])=[C:10]([C:15]([O:17][CH3:18])=[O:16])[N:11]2[CH3:14])=[CH:7][CH:6]=1>CN(C1C=CN=CC=1)C.C1(C)C=CC=CC=1>[CH3:1][N:2]([CH3:3])[C:21](=[O:22])[CH2:20][C:19]([C:9]1[C:8]2[C:12](=[CH:13][C:5]([F:4])=[CH:6][CH:7]=2)[N:11]([CH3:14])[C:10]=1[C:15]([O:17][CH3:18])=[O:16])=[O:25]. Reported procedure: A stream of gaseous dimethylamine is passed into a mixture of 13 g (44.4 mmol) of methyl 3-[6-fluoro-2-(methoxycarbonyl)-1-methyl-1H-indol-3-yl]-3-oxo-propanoate, obtained in step 1.2., and 0.2 g (1.63 mmol) of 4-(N,N-dimethyl)aminopyridine in 80 ml of toluene. Immediately a condenser, surmounted by a balloon flask, is fitted and the solution is stirred at 100° C. for 20 h. The mixture is cooled to ambient temperature and concentrated under reduced pressure. 200 ml of dichloromethane, water and ...